From a dataset of the Open Reaction Database (ORD), a public repository of structured organic reaction records. describe an organic reaction: reactants, conditions, products, and yield The reactants are Brc1ccc2nccnc2c1, O=C([O-])[O-], C1CCOC1, C1CCOC1, [K+], [K+], O=C(C=Cc1ccccc1)C=Cc1ccccc1, O=C(C=Cc1ccccc1)C=Cc1ccccc1, O=C(C=Cc1ccccc1)C=Cc1ccccc1, CN(C)C=O, [Pd], [Pd], OB(O)c1c(-c2ccccn2)nn2c1CCC2. Yields the product c1ccc(-c2nn3c(c2-c2ccc4nccnc4c2)CCC3)nc1. Reaction SMILES: [Br:6][c:7]1[cH:8][c:9]2[n:10][cH:11][cH:12][n:13][c:14]2[cH:15][cH:16]1.[C:34](=[O:35])([O-:36])[O-:37].[CH2:101]1[O:102][CH2:103][CH2:104][CH2:105]1.[CH2:1]1[O:2][CH2:3][CH2:4][CH2:5]1.[K+:38].[K+:39].[O:42]=[C:43]([CH:44]=[CH:45][c:46]1[cH:47][cH:48][cH:49][cH:50][cH:51]1)[CH:52]=[CH:53][c:54]1[cH:55][cH:56][cH:57][cH:58][cH:59]1.[O:60]=[C:61]([CH:62]=[CH:63][c:64]1[cH:65][cH:66][cH:67][cH:68][cH:69]1)[CH:70]=[CH:71][c:72]1[cH:73][cH:74][cH:75][cH:76][cH:77]1.[O:78]=[C:79]([CH:80]=[CH:81][c:82]1[cH:83][cH:84][cH:85][cH:86][cH:87]1)[CH:88]=[CH:89][c:90]1[cH:91][cH:92][cH:93][cH:94][cH:95]1.[O:96]=[CH:97][N:98]([CH3:99])[CH3:100].[Pd:40].[Pd:41].[n:17]1[c:18](-[c:23]2[c:24]([B:31]([OH:32])[OH:33])[c:25]3[n:26]([n:27]2)[CH2:28][CH2:29][CH2:30]3)[cH:19][cH:20][cH:21][cH:22]1>>[c:7]1(-[c:24]2[c:23](-[c:18]3[n:17][cH:22][cH:21][cH:20][cH:19]3)[n:27][n:26]3[c:25]2[CH2:30][CH2:29][CH2:28]3)[cH:8][c:9]2[n:10][cH:11][cH:12][n:13][c:14]2[cH:15][cH:16]1. Reactants: C1(=CC=CC=C1)C1=CC2=C(N=CN=C2O)N1 (6-phenyl-7H-pyrrolo[2,3-d]-pyrimidin-4-ol), P(=O)(Cl)(Cl)Cl (phosphorus oxychloride), ice water. Conditions: time 3 hour. The product is ClC=1C2=C(N=CN1)NC(=C2)C2=CC=CC=C2 (4-Chloro-6-phenyl-7H-pyrrolo[2,3-d]pyrimidine). As a reaction SMILES: [C:1]1([C:7]2[NH:16][C:10]3[N:11]=[CH:12][N:13]=[C:14](O)[C:9]=3[CH:8]=2)[CH:6]=[CH:5][CH:4]=[CH:3][CH:2]=1.P(Cl)(Cl)([Cl:19])=O>>[Cl:19][C:14]1[C:9]2[CH:8]=[C:7]([C:1]3[CH:6]=[CH:5][CH:4]=[CH:3][CH:2]=3)[NH:16][C:10]=2[N:11]=[CH:12][N:13]=1. Reported procedure: With the exclusion of moisture, 1.795 g (8.5 mmol) of 6-phenyl-7H-pyrrolo[2,3-d]-pyrimidin-4-ol and 27 ml of phosphorus oxychloride are heated at boiling for 3 hours. Pouring the reaction mixture into ice-water, filtering and washing with hot isopropanol and hexane yield the title compound; FAB-MS: (M+H)+ =230. Starting materials: OC1=CC2=C(C(C=C(O2)C)=O)C=C1 (7-hydroxy-2-methyl-4H-1-benzopyrane-4-one), N1CCCCC1 (piperidine), ClCC1CO1 (1-chloro-2,3-epoxy-propane), example 5 ( b ). The product is ClCC(COC1=CC2=C(C(C=C(O2)C)=O)C=C1)O (1-chloro-3-(2-methyl-4H-1-benzopyrane-4-one-7-yloxy)-2-propanol). RXN SMILES: [OH:1][C:2]1[CH:13]=[CH:12][C:5]2[C:6](=[O:11])[CH:7]=[C:8]([CH3:10])[O:9][C:4]=2[CH:3]=1.N1CCCCC1.[Cl:20][CH2:21][CH:22]1[O:24][CH2:23]1>>[Cl:20][CH2:21][CH:22]([OH:24])[CH2:23][O:1][C:2]1[CH:13]=[CH:12][C:5]2[C:6](=[O:11])[CH:7]=[C:8]([CH3:10])[O:9][C:4]=2[CH:3]=1. Reported procedure: 17.6 g 7-hydroxy-2-methyl-4H-1-benzopyrane-4-one-[J.Org. Chem. 24, 683, (1959)], 0.1 cm3 piperidine and 60 cm3 1-chloro-2,3-epoxy-propane were stirred for 9 hours at a temperature of 90° C. The mixture was worked up according to example 5 (b) and 19.0 g 1-chloro-3-(2-methyl-4H-1-benzopyrane-4-one-7-yloxy)-2-propanol was obtained (m.p. 104°-106° C.). Reactants: CCCC(=O)C1C(=O)CC(CC(C)SCC)CC1=O, C[O-], CO, NOCC=CCl, Cl, [Na+]. Product: CCCC(=NOCC=CCl)C1C(=O)CC(CC(C)SCC)CC1=O. RXN SMILES: [C:11]([CH2:12][CH2:13][CH3:14])(=[O:15])[CH:16]1[C:17](=[O:29])[CH2:18][CH:19]([CH2:23][CH:24]([CH3:25])[S:26][CH2:27][CH3:28])[CH2:20][C:21]1=[O:22].[CH3:1][O-:2].[CH3:30][OH:31].[Cl:5][CH:6]=[CH:7][CH2:8][O:9][NH2:10].[ClH:4].[Na+:3]>>[Cl:5][CH:6]=[CH:7][CH2:8][O:9][N:10]=[C:11]([CH2:12][CH2:13][CH3:14])[CH:16]1[C:17](=[O:29])[CH2:18][CH:19]([CH2:23][CH:24]([CH3:25])[S:26][CH2:27][CH3:28])[CH2:20][C:21]1=[O:22]. Reactants: COc1ccc(CC(OC(C)C)C(=O)[O-])cc1CNC(=O)OC(C)(C)C, O=C(O)c1ccc(OC2CCCC2)cc1Cl. Yields the product COc1ccc(CC(OC(C)C)C(=O)O)cc1CNC(=O)c1ccc(OC2CCCC2)cc1Cl. Reaction SMILES: [C:17]([O:18][C:19](=[O:20])[NH:24][CH2:25][c:26]1[cH:27][c:28]([CH2:34][CH:35]([C:36](=[O:37])[O-:38])[O:39][CH:40]([CH3:41])[CH3:42])[cH:29][cH:30][c:31]1[O:32][CH3:33])([CH3:21])([CH3:22])[CH3:23].[Cl:1][c:2]1[c:3]([C:4](=[O:5])[OH:6])[cH:7][cH:8][c:9]([O:11][CH:12]2[CH2:13][CH2:14][CH2:15][CH2:16]2)[cH:10]1>>[Cl:1][c:2]1[c:3]([C:4](=[O:6])[NH:24][CH2:25][c:26]2[cH:27][c:28]([CH2:34][CH:35]([C:36](=[O:37])[OH:38])[O:39][CH:40]([CH3:41])[CH3:42])[cH:29][cH:30][c:31]2[O:32][CH3:33])[cH:7][cH:8][c:9]([O:11][CH:12]2[CH2:13][CH2:14][CH2:15][CH2:16]2)[cH:10]1. Starting materials: C(C)(C)(C)OC(=O)N1CCC(CC1)C1=CC=C(C=C1)NC1=NN2C(C(=CC=C2)C2=CC(=CC=C2)N(C)C)=N1 (4-{4-[8-(3-dimethylamino-phenyl)-[1,2,4]-triazolo[1,5-a]pyridin-2-ylamino]-phenyl}-piperidine-1-carboxylic acid tert-butyl ester), FC(C(=O)O)(F)F (trifluoroacetic acid). Yields the product CN(C=1C=C(C=CC1)C=1C=2N(C=CC1)N=C(N2)NC2=CC=C(C=C2)C2CCNCC2)C ([8-(3-Dimethylamino-phenyl)-[1,2,4]-triazolo[1,5-a]pyridin-2-yl]-(4-piperidin-4-yl-phenyl)-amine), product. Yield: 94.0%. Reaction SMILES: C(OC([N:8]1[CH2:13][CH2:12][CH:11]([C:14]2[CH:19]=[CH:18][C:17]([NH:20][C:21]3[N:38]=[C:24]4[C:25]([C:29]5[CH:34]=[CH:33][CH:32]=[C:31]([N:35]([CH3:37])[CH3:36])[CH:30]=5)=[CH:26][CH:27]=[CH:28][N:23]4[N:22]=3)=[CH:16][CH:15]=2)[CH2:10][CH2:9]1)=O)(C)(C)C.FC(F)(F)C(O)=O>>[CH3:36][N:35]([CH3:37])[C:31]1[CH:30]=[C:29]([C:25]2[C:24]3[N:23]([N:22]=[C:21]([NH:20][C:17]4[CH:18]=[CH:19][C:14]([CH:11]5[CH2:12][CH2:13][NH:8][CH2:9][CH2:10]5)=[CH:15][CH:16]=4)[N:38]=3)[CH:28]=[CH:27][CH:26]=2)[CH:34]=[CH:33][CH:32]=1. Procedure: [8-(3-Dimethylamino-phenyl)-[1,2,4]-triazolo[1,5-a]pyridin-2-yl]-(4-piperidin-4-yl-phenyl)-amine was prepared from 4-{4-[8-(3-dimethylamino-phenyl)-[1,2,4]-triazolo[1,5-a]pyridin-2-ylamino]-phenyl}-piperidine-1-carboxylic acid tert-butyl ester (0.288 g, 0.563 mmol) and trifluoroacetic acid (1 mL) in a manner analogous to Example 312 to give product (0.218 g, 94%). MP=104-108° C. 1H NMR (400 MHz, (D3C)2SO, δ, ppm): 9.56 (s, 1H), 8.74 (d, 1H), 7.82 (d, 1H), 7.62 (d, 2H), 7.50 (s, 1H), 7.32 (m, 2H)...